This data is from the Open Reaction Database (ORD), a public repository of structured organic reaction records. The task is: describe an organic reaction: reactants, conditions, products, and yield Reaction SMILES: C([O-])=O.C([NH+](CC)CC)C.C(O)=O.[CH:14](=[O:21])[C:15]1[CH:20]=[CH:19][CH:18]=[CH:17][CH:16]=1.O[C:23]1[C:32]2[C:27](=[CH:28][CH:29]=[CH:30][CH:31]=2)[O:26][C:25](=[O:33])[CH:24]=1>O>[CH2:23]([C:24]1[C:25](=[O:26])[O:33][C:20]2[C:15]([C:14]=1[OH:21])=[CH:16][CH:17]=[CH:18][CH:19]=2)[C:32]1[CH:27]=[CH:28][CH:29]=[CH:30][CH:31]=1 |f:0.1|. Reactants: C(=O)[O-].C(C)[NH+](CC)CC (TEAF), C(C1=CC=CC=C1)=O (benzaldehyde), OC1=CC(OC2=CC=CC=C12)=O (4-hydroxy-chromen-2-one), C(=O)[O-].C(C)[NH+](CC)CC (Triethylammonium formate), TEA, C(=O)O (formic acid). Solvent: O (water). Procedure details: Triethylammonium formate (TEAF) was prepared by adding TEA (20.0 mL) to formic acid (16.5 mL) with ice cooling. To TEAF was added benzaldehyde (3.78 mL) and 4-hydroxy-chromen-2-one (6.0 g) and the resulting mixture was heated to 130–140° C. for 3 hours, cooled to room temperature, diluted with water, and extracted with EtOAc. The organic layer was washed with brine, dried over MgSO4 and conc. in vacuo to give a light yellow solid. The crude solid was recrystallized from EtOH to give 3-Benzyl-4-h... The product is C(C1=CC=CC=C1)C=1C(OC2=CC=CC=C2C1O)=O (3-Benzyl-4-hydroxy-chromen-2-one). Starting materials: C(C)OC(C=C(C1=CC=CC=C1)C=1C=C2C(=NNC2=CC1)C)=O (3-(3-methyl-1H-indazol-5-yl)-3-phenyl-acrylic acid ethyl ester), C(C)OC(C=C(C1=CC=CC=C1)C1=C2C(=CNC2=CC=C1)C#N)=O (3-(3-cyano-1H-Indol-4-yl)-3-phenyl-acrylic acid ethyl ester). Yields the product CC1=NNC2=CC=C(C=C12)C(=CC(=O)NC)C1=CC=CC=C1 (3-(3-Methyl-1H-indazol-5-yl)-N-methyl 3-phenyl-acrylamide). As a reaction SMILES: C([O:3][C:4](=O)[CH:5]=[C:6]([C:13]1[CH:14]=[C:15]2[C:19](=[CH:20][CH:21]=1)[NH:18][N:17]=[C:16]2[CH3:22])[C:7]1[CH:12]=[CH:11][CH:10]=[CH:9][CH:8]=1)C.C(OC(=O)C=C(C1C=CC=C2C=1C(C#N)=[CH:39][NH:40]2)C1C=CC=CC=1)C>>[CH3:22][C:16]1[C:15]2[C:19](=[CH:20][CH:21]=[C:13]([C:6]([C:7]3[CH:12]=[CH:11][CH:10]=[CH:9][CH:8]=3)=[CH:5][C:4]([NH:40][CH3:39])=[O:3])[CH:14]=2)[NH:18][N:17]=1. Procedure: 3-(3-Methyl-1H-indazol-5-yl)-N-methyl 3-phenyl-acrylamide CCXX was prepared from 3-(3-methyl-1H-indazol-5-yl)-3-phenyl-acrylic acid ethyl ester using the procedure described for preparation of 3-(1H-Indol-7-yl)-N-methyl-3-phenyl-acrylamide XVIII (see Example 4). Starting materials: ClC1=CC=C(S1)C=NN1C(C(=C(C2=CC=CC=C12)O)C1=NS(C2=C(N1)C=CC=C2)(=O)=O)=O (1-{[(5-chlorothien-2-yl)methylene]amino}-3-(1,1-dioxido-4H-1,2,4-benzothiadiazin-3-yl)-4-hydroxyquinolin-2(1H)-one), CO (methanol), solution, [BH4-].[Li+] (lithium borohydride), Cl (hydrochloric acid). The solvent is O1CCCC1 (tetrahydrofuran), O1CCCC1 (tetrahydrofuran), O (water). Conditions: temperature 25 celsius, time 1 hour. The product is ClC1=CC=C(S1)CNN1C(C(=C(C2=CC=CC=C12)O)C1=NS(C2=C(N1)C=CC=C2)(=O)=O)=O (1-{[(5-chlorothien-2-yl)methyl]amino}-3-(1,1-dioxido-4H-1,2,4-benzothiadiazin-3-yl)-4-hydroxyquinolin-2(1H)-one). RXN SMILES: [Cl:1][C:2]1[S:6][C:5]([CH:7]=[N:8][N:9]2[C:18]3[C:13](=[CH:14][CH:15]=[CH:16][CH:17]=3)[C:12]([OH:19])=[C:11]([C:20]3[NH:25][C:24]4[CH:26]=[CH:27][CH:28]=[CH:29][C:23]=4[S:22](=[O:31])(=[O:30])[N:21]=3)[C:10]2=[O:32])=[CH:4][CH:3]=1.CO.[BH4-].[Li+].Cl>O1CCCC1.O>[Cl:1][C:2]1[S:6][C:5]([CH2:7][NH:8][N:9]2[C:18]3[C:13](=[CH:14][CH:15]=[CH:16][CH:17]=3)[C:12]([OH:19])=[C:11]([C:20]3[NH:25][C:24]4[CH:26]=[CH:27][CH:28]=[CH:29][C:23]=4[S:22](=[O:30])(=[O:31])[N:21]=3)[C:10]2=[O:32])=[CH:4][CH:3]=1 |f:2.3|. Reported procedure: The product of Example 261A (0.048 g, 0.099 mmol) in tetrahydrofuran (2.0 mL) and methanol (0.008 mL, 0.198 mmol) at 0° C. was treated with dropwise addition of a 2.0M solution of lithium borohydride in tetrahydrofuran (0.074 mL, 0.149 mmol). The reaction was stirred at 25° C. for 1 hour, acidified with 1 M hydrochloric acid to a pH of approximately 2-4, diluted with water (6.0 mL), and the resulting precipitate was collected by filtration and dried. The crude product was triturated with dichlor... Reported procedure: Prepared by Procedure E and Scheme M using N-(3-{1-[5-(4-bromophenyl)-5-oxopentyl]-4-piperidinyl}phenyl)-2-methylpropanamide and 1-(2-methylphenyl)hydrazine hydrochloride: ESMS m/e: 572 (M+H)+. Starting materials: BrC1=CC=C(C=C1)C(CCCCN1CCC(CC1)C=1C=C(C=CC1)NC(C(C)C)=O)=O (N-(3-{1-[5-(4-bromophenyl)-5-oxopentyl]-4-piperidinyl}phenyl)-2-methylpropanamide), Cl.CC1=C(C=CC=C1)NN (1-(2-methylphenyl)hydrazine hydrochloride). RXN SMILES: [Br:1][C:2]1[CH:7]=[CH:6][C:5]([C:8](=O)[CH2:9][CH2:10][CH2:11][CH2:12][N:13]2[CH2:18][CH2:17][CH:16]([C:19]3[CH:20]=[C:21]([NH:25][C:26](=[O:30])[CH:27]([CH3:29])[CH3:28])[CH:22]=[CH:23][CH:24]=3)[CH2:15][CH2:14]2)=[CH:4][CH:3]=1.Cl.[CH3:33][C:34]1[CH:39]=[CH:38][CH:37]=[CH:36][C:35]=1[NH:40]N>>[Br:1][C:2]1[CH:7]=[CH:6][C:5]([C:8]2[NH:40][C:35]3[C:36]([C:9]=2[CH2:10][CH2:11][CH2:12][N:13]2[CH2:18][CH2:17][CH:16]([C:19]4[CH:20]=[C:21]([NH:25][C:26](=[O:30])[CH:27]([CH3:29])[CH3:28])[CH:22]=[CH:23][CH:24]=4)[CH2:15][CH2:14]2)=[CH:37][CH:38]=[CH:39][C:34]=3[CH3:33])=[CH:4][CH:3]=1 |f:1.2|. Yields the product BrC1=CC=C(C=C1)C=1NC2=C(C=CC=C2C1CCCN1CCC(CC1)C=1C=C(C=CC1)NC(C(C)C)=O)C (N-[3-(1-{3-[2-(4-BROMOPHENYL)-7-METHYL-1H-INDOL-3-YL]PROPYL}-4-PIPERIDINYL)PHENYL]-2-METHYLPROPANAMIDE). The reactants are C1(C=2C(C(=O)O1)=CC=CC2)=O (phthalic anhydride), COC=1C=C(C=C(C1OC)OC)CC=2C=NC(=NC2N)N (trimethoprim), O (water). The solvent is N1=CC=CC=C1 (pyridine). Run at time 2 hour. Product: C1(C=2C(C(N1C1=NC=C(C(=N1)N)CC1=CC(=C(C(=C1)OC)OC)OC)=O)=CC=CC2)=O (2-phthalimido-4-amino-5-(3,4,5-trimethoxybenzyl)-pyrimidine). The yield is 55.6%. Reaction SMILES: [CH3:1][O:2][C:3]1[CH:4]=[C:5]([CH2:13][C:14]2[CH:15]=[N:16][C:17]([NH2:21])=[N:18][C:19]=2[NH2:20])[CH:6]=[C:7]([O:11][CH3:12])[C:8]=1[O:9][CH3:10].[C:22]1(=O)[O:27][C:25](=[O:26])[C:24]2=[CH:28][CH:29]=[CH:30][CH:31]=[C:23]12.O>N1C=CC=CC=1>[C:22]1(=[O:27])[N:21]([C:17]2[N:18]=[C:19]([NH2:20])[C:14]([CH2:13][C:5]3[CH:6]=[C:7]([O:11][CH3:12])[C:8]([O:9][CH3:10])=[C:3]([O:2][CH3:1])[CH:4]=3)=[CH:15][N:16]=2)[C:25](=[O:26])[C:24]2=[CH:28][CH:29]=[CH:30][CH:31]=[C:23]12. Reported procedure: 8.7 g of trimethoprim are dissolved in 50 ml of pyridine at about 50° C., and then 4.5 g of phthalic anhydride are added. The mixture is stirred for another two hours at from 80° to 90° C.; after cooling, 100 ml of water are added. The precipitate is washed with water and recrystallized from ethanol. 7 g of 2-phthalimido-4-amino-5-(3,4,5-trimethoxybenzyl)-pyrimidine of melting point 221° C. are obtained as intermediate product. Solvent: ClCCl (dichloromethane), ClCCl (dichloromethane). Conditions: time 72 hour. RXN SMILES: C1C=CC(C(Cl)([C:14]2[C:19]([Cl:20])=[CH:18][CH:17]=[CH:16][CH:15]=2)C2C=CC=CC=2)=CC=1.I[C:23]1[CH:39]=[CH:38][C:26]([O:27][CH2:28][C:29]2[CH:30]=[C:31]([C:35]([OH:37])=[O:36])[O:32][C:33]=2[CH3:34])=[CH:25][CH:24]=1.C(N(C(C)C)CC)(C)C>ClCCl>[Cl:20][C:19]1[CH:14]=[CH:15][C:16]([C:23]2[CH:39]=[CH:38][C:26]([O:27][CH2:28][C:29]3[CH:30]=[C:31]([C:35]([OH:37])=[O:36])[O:32][C:33]=3[CH3:34])=[CH:25][CH:24]=2)=[CH:17][CH:18]=1. Reported procedure: 2-Chlorotrityl chloride resin (2.55 g of nominal loading 1.3 mmol/g) was swelled with dichloromethane (20 mL). After draining, a solution of 4-(4-iodo-phenoxymethyl)-5-methyl-furan-2-carboxylic acid (26) (1.18 g) and diisopropylethylamine (2.3 mL) in dichloromethane (30 mL) was added and the mixture was shaken at room temperature for 72 hours. The resin was drained, washed sequentially with dichloromethane/triethylamine/methanol (20:1:3 by volume) (3×30 mL), dichloromethane (6×30 mL), N,N-dimeth... Reactants: IC1=CC=C(OCC=2C=C(OC2C)C(=O)O)C=C1 (4-(4-Iodo-phenoxymethyl)-5-methyl-furan-2-carboxylic acid), C(C)(C)N(CC)C(C)C (diisopropylethylamine), C1=CC=C(C=C1)C(C2=CC=CC=C2)(C3=CC=CC=C3Cl)Cl (2-Chlorotrityl chloride resin). Yield: 3.8%. The product is ClC1=CC=C(C=C1)C1=CC=C(C=C1)OCC=1C=C(OC1C)C(=O)O (4-(4′-Chloro-biphenyl-4-yloxymethyl)-5-methyl-furan-2-carboxylic acid). Starting materials: [OH-].[K+] (potassium hydroxide), C1(=CC=CC=C1)[C@@H](C)N ((R)-1-phenylethylamine), CS(=O)C (dimethyl sulfoxide). Run in O (water). Run at temperature 80 celsius, time 16 hour. The product is C1(=CC=CC=C1)C(C)N (racemic 1-phenylethylamine). As a reaction SMILES: [OH-].[K+].[C:3]1([C@H:9]([NH2:11])[CH3:10])[CH:8]=[CH:7][CH:6]=[CH:5][CH:4]=1.CS(C)=O>O>[C:3]1([CH:9]([NH2:11])[CH3:10])[CH:8]=[CH:7][CH:6]=[CH:5][CH:4]=1 |f:0.1|. Procedure: Solid, powdered potassium hydroxide (4.6 mg, 8.2×10-5 mol) and (R)-1-phenylethylamine (98% ee) (1.00 g, 8.25×10-3 mol) are mixed with dimethyl sulfoxide (5 ml, 0.07 mol), and the mixture is heated to 80°C. and kept at this temperature for 16 h. The mixture is then cooled and diluted with water (5 ml), and the amine is extracted into ether (2×10 ml). The combined organic layers are washed with brine, dried over MgSO4, filtered and concentrated to give 0.85 g (85%) of substantially racemic 1-pheny... Starting materials: C(C1=CC=CC=C1)OC1=CC=C(C=C1)NC1=NC=C(C=C1[N+](=O)[O-])C (N-[4-(benzyloxy)phenyl]-5-methyl-3-nitropyridin-2-amine). The reagents and catalysts are [Zn] (zinc). Solvent: C(C)(=O)O (acetic acid), C1CCOC1 (THF). Conditions: temperature 0 celsius, time 2 hour. Yields the product C(C1=CC=CC=C1)OC1=CC=C(C=C1)NC1=NC=C(C=C1N)C (N2-[4-(benzyloxy)phenyl]-5-methylpyridine-2,3-diamine). The yield is 52.0%. Reaction SMILES: [CH2:1]([O:8][C:9]1[CH:14]=[CH:13][C:12]([NH:15][C:16]2[C:21]([N+:22]([O-])=O)=[CH:20][C:19]([CH3:25])=[CH:18][N:17]=2)=[CH:11][CH:10]=1)[C:2]1[CH:7]=[CH:6][CH:5]=[CH:4][CH:3]=1>C(O)(=O)C.C1COCC1.[Zn]>[CH2:1]([O:8][C:9]1[CH:10]=[CH:11][C:12]([NH:15][C:16]2[C:21]([NH2:22])=[CH:20][C:19]([CH3:25])=[CH:18][N:17]=2)=[CH:13][CH:14]=1)[C:2]1[CH:7]=[CH:6][CH:5]=[CH:4][CH:3]=1. Procedure: To a solution of N-[4-(benzyloxy)phenyl]-5-methyl-3-nitropyridin-2-amine (1.33 g) in acetic acid (10 mL) and THF (10 mL) was added zinc (2.59 g) at 0° C., and the mixture was stirred at 0° C. for 2 h. After stirring at room temperature overnight, the mixture was filtered and the filtrate was concentrated in vacuo. The residue was diluted with AcOEt, washed with sat. NaHCO3, dried over Na2SO4, filtered and concentrated in vacuo. The residue was purified by column chromatography (NH silica gel, el... Reactants: CCOC(=O)c1ccc(O)cn1, C1CCOC1, Cc1onc(-c2ccccc2)c1CO, Cc1ccccc1, CCOC(=O)N=NC(=O)OCC, c1ccc(P(c2ccccc2)c2ccccc2)cc1. Product: CCOC(=O)c1ccc(OCc2c(-c3ccccc3)noc2C)cn1. As a reaction SMILES: [CH2:15]([CH3:16])[O:17][C:18](=[O:19])[c:20]1[n:21][cH:22][c:23]([OH:26])[cH:24][cH:25]1.[CH2:58]1[O:59][CH2:60][CH2:61][CH2:62]1.[CH3:1][c:2]1[c:3]([CH2:13][OH:14])[c:4](-[c:7]2[cH:8][cH:9][cH:10][cH:11][cH:12]2)[n:5][o:6]1.[CH3:63][c:64]1[cH:65][cH:66][cH:67][cH:68][cH:69]1.[O:46]=[C:47]([O:48][CH2:49][CH3:50])[N:51]=[N:52][C:53]([O:54][CH2:55][CH3:56])=[O:57].[c:27]1([P:28]([c:29]2[cH:30][cH:31][cH:32][cH:33][cH:34]2)[c:35]2[cH:36][cH:37][cH:38][cH:39][cH:40]2)[cH:41][cH:42][cH:43][cH:44][cH:45]1>>[CH3:1][c:2]1[c:3]([CH2:13][O:14][c:23]2[cH:22][n:21][c:20]([C:18]([O:17][CH2:15][CH3:16])=[O:19])[cH:25][cH:24]2)[c:4](-[c:7]2[cH:8][cH:9][cH:10][cH:11][cH:12]2)[n:5][o:6]1.